This data is from the Open Reaction Database (ORD), a public repository of structured organic reaction records. The task is: describe an organic reaction: reactants, conditions, products, and yield Starting materials: Cl (Hydrochloric acid), O1CCCC1 (tetrahydrofuran), C(C)(=O)OCCCCCC(C1=CC=CC=C1)C=1C(C2=CC=CC=C2C(C1C)=O)=O (1-acetoxy-6-(3-methyl-1,4-naphthoquinon-2-yl)-6-phenylhexane). The solvent is C(C)(=O)OCC (ethyl acetate). Reaction conditions: temperature 70 celsius, time 5 hour. Product: OCCCCCC(C1=CC=CC=C1)C=1C(C2=CC=CC=C2C(C1C)=O)=O (1-hydroxy-6-(3-methyl-1,4-naphthoquinon-2-yl)-6-phenylhexane). Isolated yield 83.7%. As a reaction SMILES: Cl.O1CCCC1.C([O:10][CH2:11][CH2:12][CH2:13][CH2:14][CH2:15][CH:16]([C:23]1[C:24](=[O:35])[C:25]2[C:30]([C:31](=[O:34])[C:32]=1[CH3:33])=[CH:29][CH:28]=[CH:27][CH:26]=2)[C:17]1[CH:22]=[CH:21][CH:20]=[CH:19][CH:18]=1)(=O)C>C(OCC)(=O)C>[OH:10][CH2:11][CH2:12][CH2:13][CH2:14][CH2:15][CH:16]([C:23]1[C:24](=[O:35])[C:25]2[C:30]([C:31](=[O:34])[C:32]=1[CH3:33])=[CH:29][CH:28]=[CH:27][CH:26]=2)[C:17]1[CH:22]=[CH:21][CH:20]=[CH:19][CH:18]=1. Procedure: 6N Hydrochloric acid (20 ml) was added to a tetrahydrofuran solution (20 ml) containing 1-acetoxy-6-(3-methyl-1,4-naphthoquinon-2-yl)-6-phenylhexane (2.8 g, 7.2 mmole), followed by stirring for 5 hours with heating at 70° C. After cooling, ethyl acetate was added to the reaction solution, and the organic layer was separated out, washed with water, dried and evaporated under reduced pressure. The residue was chromatographed on a silica gel column, and elution was performed with isopropyl ether-et... Reactants: CCCOc1ccc(-c2ccc3c(c2)C=C(C(=O)OC)CCS3(=O)=O)cc1, COCCOC, Cl. RXN SMILES: [CH2:1]([CH2:2][CH3:3])[O:4][c:5]1[cH:6][cH:7][c:8](-[c:11]2[cH:12][cH:13][c:14]3[c:15]([cH:27]2)[CH:16]=[C:17]([C:23](=[O:24])[O:25][CH3:26])[CH2:18][CH2:19][S:20]3(=[O:21])=[O:22])[cH:9][cH:10]1.[CH3:29][O:30][CH2:31][CH2:32][O:33][CH3:34].[ClH:28]>>[CH2:1]([CH2:2][CH3:3])[O:4][c:5]1[cH:6][cH:7][c:8](-[c:11]2[cH:12][cH:13][c:14]3[c:15]([cH:27]2)[CH:16]=[C:17]([C:23](=[O:24])[OH:25])[CH2:18][CH2:19][S:20]3(=[O:21])=[O:22])[cH:9][cH:10]1. Product: CCCOc1ccc(-c2ccc3c(c2)C=C(C(=O)O)CCS3(=O)=O)cc1. Starting materials: CN(C)CCc1cn(C(=O)c2ccccc2)c2ccc(OCc3ccccc3)cc12, CCO, Cl. Yields the product CN(C)CCc1cn(C(=O)c2ccccc2)c2ccc(O)cc12. RXN SMILES: [CH2:1]([c:2]1[cH:3][cH:4][cH:5][cH:6][cH:7]1)[O:8][c:9]1[cH:10][c:11]2[c:12]([CH2:26][CH2:27][N:28]([CH3:29])[CH3:30])[cH:13][n:14]([C:18](=[O:19])[c:20]3[cH:21][cH:22][cH:23][cH:24][cH:25]3)[c:15]2[cH:16][cH:17]1.[CH3:32][CH2:33][OH:34].[ClH:31]>>[OH:8][c:9]1[cH:10][c:11]2[c:12]([CH2:26][CH2:27][N:28]([CH3:29])[CH3:30])[cH:13][n:14]([C:18](=[O:19])[c:20]3[cH:21][cH:22][cH:23][cH:24][cH:25]3)[c:15]2[cH:16][cH:17]1. Reactants: CO.CNC (dimethylamine methanol), C(#N)C=1C=C(C=CC1)S(=O)(=O)Cl (3-cyanobenzenesulfonyl chloride). Reaction conditions: time 2 hour. The product is NCC=1C=C(C=CC1)S(=O)(=O)N(C)C (3-(aminomethyl)-N,N-dimethylbenzenesulfonamide). As a reaction SMILES: CO.[CH3:3][NH:4][CH3:5].[C:6]([C:8]1[CH:9]=[C:10]([S:14](Cl)(=[O:16])=[O:15])[CH:11]=[CH:12][CH:13]=1)#[N:7]>>[NH2:7][CH2:6][C:8]1[CH:9]=[C:10]([S:14]([N:4]([CH3:5])[CH3:3])(=[O:16])=[O:15])[CH:11]=[CH:12][CH:13]=1 |f:0.1|. Reported procedure: (Step 1) To a 2M dimethylamine methanol solution (3.7 ml) was added 3-cyanobenzenesulfonyl chloride (1.5 g) at 0° C., and the mixture was stirred at room temperature for 2 hr. The solvent was evaporated under reduced pressure, saturated brine was added, and the mixture was extracted with ethyl acetate. The solvent was evaporated under reduced pressure. 10% Palladium carbon powder (0.79 g) was added to a solution (10 ml) of the residue in ethanol, and the mixture was stirred overnight under a hyd... Starting materials: [F-].C(CCC)[N+](CCCC)(CCCC)CCCC (Tetrabutylammonium fluoride), C(C)OC(CC1=CC(=C(C=C1)OC)S[Si](C(C)C)(C(C)C)C(C)C)=O ((4-Methoxy-3-triisopropylsilanylsulfanyl-phenyl)-acetic acid ethyl ester), ClCC(C)=O (Chloroacetone). Solvent: C1CCOC1 (THF). Run at temperature 0 celsius, time 15 minute. Product: C(C)OC(CC1=CC(=C(C=C1)OC)SCC(C)=O)=O ([4-Methoxy-3-(2-oxo-propylsulfanyl)-phenyl]-acetic acid ethyl ester). RXN SMILES: [CH2:1]([O:3][C:4](=[O:25])[CH2:5][C:6]1[CH:11]=[CH:10][C:9]([O:12][CH3:13])=[C:8]([S:14][Si](C(C)C)(C(C)C)C(C)C)[CH:7]=1)[CH3:2].[F-].C([N+](CCCC)(CCCC)CCCC)CCC.Cl[CH2:45][C:46](=[O:48])[CH3:47]>C1COCC1>[CH2:1]([O:3][C:4](=[O:25])[CH2:5][C:6]1[CH:11]=[CH:10][C:9]([O:12][CH3:13])=[C:8]([S:14][CH2:45][C:46](=[O:48])[CH3:47])[CH:7]=1)[CH3:2] |f:1.2|. Procedure: (4-Methoxy-3-triisopropylsilanylsulfanyl-phenyl)-acetic acid ethyl ester (2.5 g, 6.53 mmol) was dissolved in THF (40 mL) and cooled to 0° C. Tetrabutylammonium fluoride (6.6 mL, 1.0M in THF, 6.6 mmol) was added and the reaction stirred for 15 minutes, after which time analytical TLC indicated complete reaction. Chloroacetone (0.520 mL, 6.53 mmol) was then added and the reaction was allowed to warm to room temperature. When analytical TLC indicated the reaction was complete, it was submitted to s...